Dataset: the Open Reaction Database (ORD), a public repository of structured organic reaction records. Task: describe an organic reaction: reactants, conditions, products, and yield Procedure: Starting with the diethyl 2-(7-octenyl)malonate prepared in Example 5 and the 1-iodo-4,4,5,5,5-pentafluoropentane prepared in Example 1, the same procedure as shown in Example 5 was repeated to give ethyl 2-(4,4,5,5,5-pentafluoropentyl)-9-decenoate. Reactants: C(CCCCCC=C)C(C(=O)OCC)C(=O)OCC (diethyl 2-(7-octenyl)malonate), ICCCC(C(F)(F)F)(F)F (1-iodo-4,4,5,5,5-pentafluoropentane). Reaction SMILES: [CH2:1]([CH:9]([C:15](OCC)=O)[C:10]([O:12][CH2:13][CH3:14])=[O:11])[CH2:2][CH2:3][CH2:4][CH2:5][CH2:6][CH:7]=[CH2:8].IC[CH2:22][CH2:23][C:24]([F:30])([F:29])[C:25]([F:28])([F:27])[F:26]>>[F:29][C:24]([F:30])([C:25]([F:28])([F:27])[F:26])[CH2:23][CH2:22][CH2:15][CH:9]([CH2:1][CH2:2][CH2:3][CH2:4][CH2:5][CH2:6][CH:7]=[CH2:8])[C:10]([O:12][CH2:13][CH3:14])=[O:11]. Yields the product FC(CCCC(C(=O)OCC)CCCCCCC=C)(C(F)(F)F)F (ethyl 2-(4,4,5,5,5-pentafluoropentyl)-9-decenoate). Starting materials: BrCC(C(=O)OCC)=O (Ethyl bromopyruvate), NC=1SC2=C(N1)C=CC=C2 (2-aminobenzothiazole). The solvent is CN(C)C=O (DMF). Product: N=1C(=CN2C1SC1=C2C=CC=C1)C(=O)OCC (Ethyl imidazo[2,1-b]-benzthiazole-2-carboxylate). Reaction SMILES: Br[CH2:2][C:3](=O)[C:4]([O:6][CH2:7][CH3:8])=[O:5].[NH2:10][C:11]1[S:12][C:13]2[CH:19]=[CH:18][CH:17]=[CH:16][C:14]=2[N:15]=1>CN(C=O)C>[N:10]1[C:3]([C:4]([O:6][CH2:7][CH3:8])=[O:5])=[CH:2][N:15]2[C:14]3[CH:16]=[CH:17][CH:18]=[CH:19][C:13]=3[S:12][C:11]=12. Reported procedure: Ethyl bromopyruvate (9.8 g, 50 mmol) was added dropwise to a stirred solution of 2-aminobenzothiazole (7.5 g, 50 mmol) in DMF (100 ml) at room temperature. After the addition, the reaction mixture was heated to reflux for 6 h. The reaction mixture was cooled to room temperature and quenched with ice cold water. The aqueous layer was neutralized with NH4OH and the separated solid was filtered. It was washed well with water and dried. The crude product obtained was taken to next step without purif...